From a dataset of the Open Reaction Database (ORD), a public repository of structured organic reaction records. describe an organic reaction: reactants, conditions, products, and yield The reactants are [H][H] (hydrogen), N (ammonia), C(C1=CC=CC=C1)OC(=O)NC(C)C=1C(=C(C(=C(C1)Cl)C)C=1CCN(CC1)C(=O)OC(C)(C)C)OC (tert-butyl 4-[3-(1-{[(benzyloxy)carbonyl]amino}ethyl)-5-chloro-2-methoxy-6-methylphenyl]-3,6-dihydropyridine-1(2H)-carboxylate), Cl (HCl), O (water). The reagents and catalysts are [Pt] (Platinum on carbon). Solvent: C(C)O (ethanol). Yields the product NC(C)C=1C(=C(C(=C(C1)Cl)C)C1CCN(CC1)C(=O)OC(C)(C)C)OC (tert-Butyl 4-{3-[1-aminoethyl]-5-chloro-2-methoxy-6-methylphenyl}-piperidine-1-carboxylate). The yield is 101.0%. As a reaction SMILES: C(OC([NH:11][CH:12]([C:14]1[C:15]([O:35][CH3:36])=[C:16]([C:22]2[CH2:23][CH2:24][N:25]([C:28]([O:30][C:31]([CH3:34])([CH3:33])[CH3:32])=[O:29])[CH2:26][CH:27]=2)[C:17]([CH3:21])=[C:18]([Cl:20])[CH:19]=1)[CH3:13])=O)C1C=CC=CC=1.Cl.O.[H][H].N>[Pt].C(O)C>[NH2:11][CH:12]([C:14]1[C:15]([O:35][CH3:36])=[C:16]([CH:22]2[CH2:27][CH2:26][N:25]([C:28]([O:30][C:31]([CH3:33])([CH3:32])[CH3:34])=[O:29])[CH2:24][CH2:23]2)[C:17]([CH3:21])=[C:18]([Cl:20])[CH:19]=1)[CH3:13]. Reported procedure: Platinum on carbon (10 wt. % loading (dry basis), matrix activated carbon, 200 mg) was added to a solution of tert-butyl 4-[3-(1-{[(benzyloxy)carbonyl]amino}ethyl)-5-chloro-2-methoxy-6-methylphenyl]-3,6-dihydropyridine-1(2H)-carboxylate (200 mg, 0.388 mmol) in ethanol (30 mL)/0.25 M HCl in water (3.9 mL, 0.97 mmol) and then the reaction was stirred at room temperature under 30 psi of hydrogen atmosphere for 3 d. The mixture was adjusted to basic pH with ammonia and then the solvent was removed. ...